This data is from the Open Reaction Database (ORD), a public repository of structured organic reaction records. The task is: describe an organic reaction: reactants, conditions, products, and yield Reaction SMILES: [CH3:1][C:2](=[O:3])[O:4][C:5](=[O:6])[CH3:7].[CH:29]([OH:30])=[O:31].[NH2:8][CH2:9][C:10](=[O:11])[N:12]1[CH:13]([C:26](=[O:27])[OH:28])[CH2:14][CH:15]([NH:17][C:18]([c:19]2[cH:20][cH:21][cH:22][cH:23][cH:24]2)=[O:25])[CH2:16]1>>[CH:2](=[O:3])[NH:8][CH2:9][C:10](=[O:11])[N:12]1[CH:13]([C:26](=[O:27])[OH:28])[CH2:14][CH:15]([NH:17][C:18]([c:19]2[cH:20][cH:21][cH:22][cH:23][cH:24]2)=[O:25])[CH2:16]1. Yields the product O=CNCC(=O)N1CC(NC(=O)c2ccccc2)CC1C(=O)O. The reactants are CC(=O)OC(C)=O, O=CO, NCC(=O)N1CC(NC(=O)c2ccccc2)CC1C(=O)O. The reactants are CC(=O)c1c(O)cc(OS(=O)(=O)C(F)(F)F)cc1O, C1COCCN1, C1CCOC1, O=C(C=Cc1ccccc1)C=Cc1ccccc1, O=C(C=Cc1ccccc1)C=Cc1ccccc1, O=C(C=Cc1ccccc1)C=Cc1ccccc1, [K+], [K+], [K+], O=P([O-])([O-])[O-], [Pd], [Pd], CC(C)(C)P(c1ccccc1-c1ccccc1)C(C)(C)C. The product is CC(=O)c1c(O)cc(N2CCOCC2)cc1O. As a reaction SMILES: [C:1]([CH3:2])(=[O:3])[c:4]1[c:5]([OH:19])[cH:6][c:7]([O:11][S:12]([C:13]([F:14])([F:15])[F:16])(=[O:17])=[O:18])[cH:8][c:9]1[OH:10].[CH2:20]1[CH2:21][O:22][CH2:23][CH2:24][NH:25]1.[CH2:55]1[O:56][CH2:57][CH2:58][CH2:59]1.[CH:62](=[CH:63][C:64]([CH:65]=[CH:66][c:67]1[cH:68][cH:69][cH:70][cH:71][cH:72]1)=[O:73])[c:74]1[cH:75][cH:76][cH:77][cH:78][cH:79]1.[CH:80](=[CH:81][C:82]([CH:83]=[CH:84][c:85]1[cH:86][cH:87][cH:88][cH:89][cH:90]1)=[O:91])[c:92]1[cH:93][cH:94][cH:95][cH:96][cH:97]1.[CH:98](=[CH:99][C:100]([CH:101]=[CH:102][c:103]1[cH:104][cH:105][cH:106][cH:107][cH:108]1)=[O:109])[c:110]1[cH:111][cH:112][cH:113][cH:114][cH:115]1.[K+:52].[K+:53].[K+:54].[P:47]([O-:48])([O-:49])([O-:50])=[O:51].[Pd:60].[Pd:61].[c:26]1(-[c:27]2[cH:28][cH:29][cH:30][cH:31][cH:32]2)[cH:33][cH:34][cH:35][cH:36][c:37]1[P:38]([C:39]([CH3:40])([CH3:41])[CH3:42])[C:43]([CH3:44])([CH3:45])[CH3:46]>>[C:1]([CH3:2])(=[O:3])[c:4]1[c:5]([OH:19])[cH:6][c:7]([N:25]2[CH2:20][CH2:21][O:22][CH2:23][CH2:24]2)[cH:8][c:9]1[OH:10]. The reactants are CC=1C=C(C=CC1)NC=1C2=C(N=CN1)C=NC(=N2)N2CCC(CC2)C(=O)O (4-[(3-Methylphenyl)amino]-6-(4-carboxy-1-piperidinyl)pyrimido[5,4-d]pyrimidine), F[B-](F)(F)F.N1(N=NC2=C1C=CC=C2)OC(=[N+](C)C)N(C)C (O-(benzotriazol-1-yl)-N,N,N',N'-tetramethyluronium tetrafluoroborate), N1CCCC1 (pyrrolidine). The solvent is C(C)N(CC)CC (triethylamine). Yields the product CC=1C=C(C=CC1)NC=1C2=C(N=CN1)C=NC(=N2)N2CCC(CC2)C(=O)N2CCCC2 (4-[(3-Methylphenyl)amino]-6-[4-(pyrrolidino)carbonyl-1-piperidinyl]-pyrimido[5,4-d]pyrimidine). RXN SMILES: [CH3:1][C:2]1[CH:3]=[C:4]([NH:8][C:9]2[C:10]3[N:18]=[C:17]([N:19]4[CH2:24][CH2:23][CH:22]([C:25](O)=[O:26])[CH2:21][CH2:20]4)[N:16]=[CH:15][C:11]=3[N:12]=[CH:13][N:14]=2)[CH:5]=[CH:6][CH:7]=1.F[B-](F)(F)F.N1(OC(N(C)C)=[N+](C)C)C2C=[CH:39][CH:40]=[CH:41][C:36]=2[N:35]=N1.N1CCCC1>C(N(CC)CC)C>[CH3:1][C:2]1[CH:3]=[C:4]([NH:8][C:9]2[C:10]3[N:18]=[C:17]([N:19]4[CH2:24][CH2:23][CH:22]([C:25]([N:35]5[CH2:36][CH2:41][CH2:40][CH2:39]5)=[O:26])[CH2:21][CH2:20]4)[N:16]=[CH:15][C:11]=3[N:12]=[CH:13][N:14]=2)[CH:5]=[CH:6][CH:7]=1 |f:1.2|. Procedure: Prepared from compound 46 of Example 1 by reaction with O-(benzotriazol-1-yl)-N,N,N',N'-tetramethyluronium tetrafluoroborate, triethylamine and pyrrolidine. Starting materials: CC1CN(Cc2ccccc2)Cc2cc(-c3ccccc3)n(Cc3ccccc3)c21, CCO, Cl. Yields the product CC1CNCc2cc(-c3ccccc3)n(Cc3ccccc3)c21, Cl. As a reaction SMILES: [CH2:1]([c:2]1[cH:3][cH:4][cH:5][cH:6][cH:7]1)[n:8]1[c:9](-[c:25]2[cH:26][cH:27][cH:28][cH:29][cH:30]2)[cH:10][c:11]2[c:16]1[CH:15]([CH3:17])[CH2:14][N:13]([CH2:18][c:19]1[cH:20][cH:21][cH:22][cH:23][cH:24]1)[CH2:12]2.[CH3:32][CH2:33][OH:34].[ClH:31]>>[CH2:1]([c:2]1[cH:3][cH:4][cH:5][cH:6][cH:7]1)[n:8]1[c:9](-[c:25]2[cH:26][cH:27][cH:28][cH:29][cH:30]2)[cH:10][c:11]2[c:16]1[CH:15]([CH3:17])[CH2:14][NH:13][CH2:12]2.[ClH:31]. Starting materials: ONCc1ccccc1, O=C=Nc1ccc(Cl)c(Cl)c1, c1ccccc1. Product: O=C(Nc1ccc(Cl)c(Cl)c1)N(O)Cc1ccccc1. As a reaction SMILES: [CH2:1]([c:2]1[cH:3][cH:4][cH:5][cH:6][cH:7]1)[NH:8][OH:9].[Cl:10][c:11]1[cH:12][c:13]([N:18]=[C:19]=[O:20])[cH:14][cH:15][c:16]1[Cl:17].[cH:21]1[cH:22][cH:23][cH:24][cH:25][cH:26]1>>[CH2:1]([c:2]1[cH:3][cH:4][cH:5][cH:6][cH:7]1)[N:8]([OH:9])[C:19]([NH:18][c:13]1[cH:12][c:11]([Cl:10])[c:16]([Cl:17])[cH:15][cH:14]1)=[O:20]. Reactants: C(C)(C)(C)OC(=O)N1CC(CC1)NCC1=C(C=C(C=C1)Cl)[N+](=O)[O-] (3-(4-Chloro-2-nitro-benzylamino)-pyrrolidine-1-carboxylic acid tert-butyl ester), COC(CBr)=O (Bromo-acetic acid methyl ester), C(=O)([O-])[O-].[K+].[K+] (K2CO3), resultant suspension. Run in CN(C)C=O (DMF), O (water), C(C)OCC (ethyl ether). Product: C(C)(C)(C)OC(=O)N1CC(CC1)N(CC(=O)OC)CC1=CC=C(C=C1)Cl (3-[(4-Chloro-benzyl)-methoxycarbonylmethyl-amino]-pyrrolidine-1-carboxylic acid tert-butyl ester). As a reaction SMILES: [C:1]([O:5][C:6]([N:8]1[CH2:12][CH2:11][CH:10]([NH:13][CH2:14][C:15]2[CH:20]=[CH:19][C:18]([Cl:21])=[CH:17][C:16]=2[N+]([O-])=O)[CH2:9]1)=[O:7])([CH3:4])([CH3:3])[CH3:2].[CH3:25][O:26][C:27](=[O:30])[CH2:28]Br.C([O-])([O-])=O.[K+].[K+]>CN(C=O)C.O.C(OCC)C>[C:1]([O:5][C:6]([N:8]1[CH2:12][CH2:11][CH:10]([N:13]([CH2:14][C:15]2[CH:20]=[CH:19][C:18]([Cl:21])=[CH:17][CH:16]=2)[CH2:28][C:27]([O:26][CH3:25])=[O:30])[CH2:9]1)=[O:7])([CH3:4])([CH3:3])[CH3:2] |f:2.3.4|. Procedure: To a solution of 3-(4-Chloro-2-nitro-benzylamino)-pyrrolidine-1-carboxylic acid tert-butyl ester (3.8 g, 10.7 mmol) in DMF (40 mL) was added Bromo-acetic acid methyl ester (1.01 mL, 10.7 mmol) and K2CO3 (1.48 g, 10.7 mmol). The resultant suspension was stirred at 70° C. overnight. The reaction mixture was diluted with water and ethyl ether. The organic extract was dried over MgSO4, filtered and concentrated to provide the desired product as an oil. The crude product was purified on SiO2 and conc...